From a dataset of the Open Reaction Database (ORD), a public repository of structured organic reaction records. describe an organic reaction: reactants, conditions, products, and yield The reactants are NC1=C(C(=NO1)C)Br (5-amino-4-bromo-3-methylisoxazole), [N+](=O)([O-])C=1C=C(C=CC1)S(=O)(=O)Cl (3-nitrobenzenesulfonyl chloride). The product is [N+](=O)([O-])C=1C=C(C=CC1)S(=O)(=O)NC1=C(C(=NO1)C)Br (3-Nitro-N-(4-bromo-3-methyl-5-isoxazolyl)benzenesulfonamide). Isolated yield 55.0%. Procedure: 3-Nitro-N-(4-bromo-3-methyl-5-isoxazolyl)benzenesulfonamide was prepared in the same manner as described in Example 30 from 5-amino-4-bromo-3-methylisoxazole and 3-nitrobenzenesulfonyl chloride in 55% yield. Purification was achieved by recrystallization from ethyl acetate/hexanes to give a crystalline solid, m.p. 151-153° C. Reaction SMILES: [NH2:1][C:2]1[O:6][N:5]=[C:4]([CH3:7])[C:3]=1[Br:8].[N+:9]([C:12]1[CH:13]=[C:14]([S:18](Cl)(=[O:20])=[O:19])[CH:15]=[CH:16][CH:17]=1)([O-:11])=[O:10]>>[N+:9]([C:12]1[CH:13]=[C:14]([S:18]([NH:1][C:2]2[O:6][N:5]=[C:4]([CH3:7])[C:3]=2[Br:8])(=[O:20])=[O:19])[CH:15]=[CH:16][CH:17]=1)([O-:11])=[O:10]. Starting materials: CN1CCNCC1, CN(C)C=O, O=C(O)c1cccc2cc[nH]c12. Yields the product CN1CCN(C(=O)c2cccc3cc[nH]c23)CC1. Reaction SMILES: [CH3:13][N:14]1[CH2:15][CH2:16][NH:17][CH2:18][CH2:19]1.[CH3:20][N:21]([CH3:22])[CH:23]=[O:24].[nH:1]1[cH:2][cH:3][c:4]2[cH:5][cH:6][cH:7][c:8]([C:10](=[O:11])[OH:12])[c:9]12>>[nH:1]1[cH:2][cH:3][c:4]2[cH:5][cH:6][cH:7][c:8]([C:10](=[O:12])[N:17]3[CH2:16][CH2:15][N:14]([CH3:13])[CH2:19][CH2:18]3)[c:9]12. The reactants are C1(CCCC1)=O (cyclopentanone), BrBr (Br2), ClC=1C=CC(=NC1)[C@@](CC1=CC=CC=C1)(C1=CC(=CC(=C1)OC(C(F)F)(F)F)F)NC(=S)N ((R)-1-(1-(5-chloropyridin-2-yl)-1-(3-fluoro-5-(1,1,2,2-tetrafluoroethoxy)phenyl)-2-phenylethyl)thiourea). The solvent is CCO (EtOH). Reaction conditions: temperature 75 celsius, time 5 minute. The product is ClC=1C=CC(=NC1)[C@@](CC1=CC=CC=C1)(C1=CC(=CC(=C1)OC(C(F)F)(F)F)F)NC=1SC2=C(N1)CCC2 ((R)-N-(1-(5-chloropyridin-2-yl)-1-(3-fluoro-5-(1,1,2,2-tetrafluoroethoxy)phenyl)-2-phenylethyl)-5,6-dihydro-4H-cyclopenta[d]thiazol-2-amine). The yield is 26.5%. Reaction SMILES: [C:1]1(=O)[CH2:5][CH2:4][CH2:3][CH2:2]1.BrBr.[Cl:9][C:10]1[CH:11]=[CH:12][C:13]([C@:16]([NH:38][C:39]([NH2:41])=[S:40])([C:24]2[CH:29]=[C:28]([O:30][C:31]([F:36])([F:35])[CH:32]([F:34])[F:33])[CH:27]=[C:26]([F:37])[CH:25]=2)[CH2:17][C:18]2[CH:23]=[CH:22][CH:21]=[CH:20][CH:19]=2)=[N:14][CH:15]=1>CCO>[Cl:9][C:10]1[CH:11]=[CH:12][C:13]([C@:16]([NH:38][C:39]2[S:40][C:1]3[CH2:5][CH2:4][CH2:3][C:2]=3[N:41]=2)([C:24]2[CH:29]=[C:28]([O:30][C:31]([F:35])([F:36])[CH:32]([F:33])[F:34])[CH:27]=[C:26]([F:37])[CH:25]=2)[CH2:17][C:18]2[CH:19]=[CH:20][CH:21]=[CH:22][CH:23]=2)=[N:14][CH:15]=1. Procedure: To a solution of cyclopentanone (68 mg, 0.8 mmol) in EtOH (1 ml) was added Br2 (15 mg, 0.09 mmol) at r.t., sealed and stirred for 5 mins. The yellow solution became clear colorless. (R)-1-(1-(5-chloropyridin-2-yl)-1-(3-fluoro-5-(1,1,2,2-tetrafluoroethoxy)phenyl)-2-phenylethyl)thiourea (20 mg, 0.04 mmol) was added to the reaction mixture and the mixture was heated at 75° C. for 16 hrs, then heated at 160° C. under microwave for 30 mins. The reaction mixture was purified by prep HPLC, desired frac... The reactants are ClC1=C2C=CC=NC2=C(C(=C1)I)O (5-chloro-8-hydroxy-7-iodoquinoline), C(C)(C)(C)[Si](Cl)(C)C (t-butyldimethylchlorosilane), N1C=NC=C1 (Imidazole). The solvent is CN(C)C=O (DMF). Conditions: time 18 hour. Yields the product ClC1=C2C=CC=NC2=C(C(=C1)I)O[Si](C)(C)C(C)(C)C (5-Chloro-8-[(1,1-dimethylethyl)dimethylsilyloxy]-7-iodoquinoline). Isolated yield 100.8%. As a reaction SMILES: [Cl:1][C:2]1[CH:11]=[C:10]([I:12])[C:9]([OH:13])=[C:8]2[C:3]=1[CH:4]=[CH:5][CH:6]=[N:7]2.[C:14]([Si:18]([CH3:21])([CH3:20])Cl)([CH3:17])([CH3:16])[CH3:15].N1C=CN=C1>CN(C=O)C>[Cl:1][C:2]1[CH:11]=[C:10]([I:12])[C:9]([O:13][Si:18]([C:14]([CH3:17])([CH3:16])[CH3:15])([CH3:21])[CH3:20])=[C:8]2[C:3]=1[CH:4]=[CH:5][CH:6]=[N:7]2. Procedure: A flame-dried, 50-mL, three-necked flask is charged with 5-chloro-8-hydroxy-7-iodoquinoline (2.814 g), which is commercially available, t-butyldimethylchlorosilane (1.76 g), and 10 mL of DMF. Imidazole (1.66 g) is added, and the resulting mixture is stirred at room temperature for 18 h. The reaction mixture is then quenched with 10 mL of saturated aqueous NaHCO3 and extracted with hexane three times. The combined organic layers are dried over MgSO4, filtered and concentrated to give 3.898 g of t...